The task is: describe an organic reaction: reactants, conditions, products, and yield. This data is from the Open Reaction Database (ORD), a public repository of structured organic reaction records. The reactants are FC=1C=C(C(=O)NC2=CC=C(C3=CC=CC=C23)OC2=NC(=NC=C2)S(=O)(=O)C)C=C(C1)N1CCOCC1 (3-fluoro-N-(4-{[2-(methylsulfonyl)pyrimidin-4-yl]oxy}-1-naphthyl)-5-morpholin-4-ylbenzamide), CN([C@H]1CNCC1)C ((R)—N,N-dimethylpyrrolidin-3-amine). Yields the product CN([C@H]1CN(CC1)C1=NC=CC(=N1)OC1=CC=C(C2=CC=CC=C12)NC(C1=CC(=CC(=C1)N1CCOCC1)F)=O)C (N-[4-({2-[(3R)-3-(dimethylamino)pyrrolidin-1-yl]pyrimidin-4-yl}oxy)-1-naphthyl]-3-fluoro-5-morpholin-4-ylbenzamide). As a reaction SMILES: [F:1][C:2]1[CH:3]=[C:4]([CH:29]=[C:30]([N:32]2[CH2:37][CH2:36][O:35][CH2:34][CH2:33]2)[CH:31]=1)[C:5]([NH:7][C:8]1[C:17]2[C:12](=[CH:13][CH:14]=[CH:15][CH:16]=2)[C:11]([O:18][C:19]2[CH:24]=[CH:23][N:22]=[C:21](S(C)(=O)=O)[N:20]=2)=[CH:10][CH:9]=1)=[O:6].[CH3:38][N:39]([CH3:45])[C@@H:40]1[CH2:44][CH2:43][NH:42][CH2:41]1>>[CH3:38][N:39]([CH3:45])[C@@H:40]1[CH2:44][CH2:43][N:42]([C:21]2[N:20]=[C:19]([O:18][C:11]3[C:12]4[C:17](=[CH:16][CH:15]=[CH:14][CH:13]=4)[C:8]([NH:7][C:5](=[O:6])[C:4]4[CH:29]=[C:30]([N:32]5[CH2:37][CH2:36][O:35][CH2:34][CH2:33]5)[CH:31]=[C:2]([F:1])[CH:3]=4)=[CH:9][CH:10]=3)[CH:24]=[CH:23][N:22]=2)[CH2:41]1. Procedure: Compound is prepared from 3-fluoro-N-(4-{[2-(methylsulfonyl)pyrimidin-4-yl]oxy}-1-naphthyl)-5-morpholin-4-ylbenzamide and (R)—N,N-dimethylpyrrolidin-3-amine according to conditions described in general procedure C. Mp: 115-117° C.; 1H NMR (400 MHz, DMSO-d6) δ 1.70-2.10 (m, 2 H), 2.13 (s, 6 H), 2.68-3.10 (m, 5 H), 3.25 (t, J=4.4 Hz, 4 H), 3.74 (t, J=4.8 Hz, 4 H), 6.15 (bd, 1 H), 7.04 (d, J=12.0 Hz, 1 H), 7.24 (d, J=8.4 Hz, 1 H), 7.40-7.61 (m, 5 H), 7.84 (d, J=8.0 Hz, 1 H), 7.98 (d, J=8.4 Hz, 1 H)... Reactants: [H-].[Al+3].[Li+].[H-].[H-].[H-] (lithium aluminum hydride), C[C@@H]1CC[C@H](CC1)NC(CN(C)C)=O (N-(trans-4-methylcyclohexyl)-2-dimethylaminoacetamide), O.O.O.O.O.O.O.O.O.O.S(=O)(=O)([O-])[O-].[Na+].[Na+] (sodium sulfate decahydrate). Solvent: C1CCOC1 (THF), C1CCOC1 (THF). Conditions: time 1 hour. The product is CN(CCN[C@@H]1CC[C@H](CC1)C)C (N-(2-dimethylaminoethyl)-trans-4-methylcyclohexylamine). Yield: 48.1%. RXN SMILES: [CH3:1][C@H:2]1[CH2:7][CH2:6][C@H:5]([NH:8][C:9](=O)[CH2:10][N:11]([CH3:13])[CH3:12])[CH2:4][CH2:3]1.[H-].[Al+3].[Li+].[H-].[H-].[H-].O.O.O.O.O.O.O.O.O.O.S([O-])([O-])(=O)=O.[Na+].[Na+]>C1COCC1>[CH3:12][N:11]([CH3:13])[CH2:10][CH2:9][NH:8][C@H:5]1[CH2:4][CH2:3][C@H:2]([CH3:1])[CH2:7][CH2:6]1 |f:1.2.3.4.5.6,7.8.9.10.11.12.13.14.15.16.17.18.19|. Reported procedure: 8.5 g of N-(trans-4-methylcyclohexyl)-2-dimethylaminoacetamide was dissolved in 100 ml of THF. Under an argon stream, the solution was added dropwise to a solution of 3.6 g of lithium aluminum hydride suspended in 200 ml of THF under ice-cooling. After the addition, the solution was reacted for 8 hours, while it was refluxed. After reaction, the solution was allowed to cool to room temperature. Then, 10 g of sodium sulfate decahydrate was added to the solution under ice-cooling. The solution was... Starting materials: NC(=NC(C1=C(C=C(C(=C1)S(=O)(=O)C)N1C=CC(C=C1)=O)CC)=O)N (N-diaminomethylene-2-ethyl-4-(1,4-dihydro-4-oxo-1-pyridyl)-5-methylsulfonylbenzamide), Cl (HCl). The product is Cl.NC(=NC(C1=C(C=C(C(=C1)S(=O)(=O)C)N1C=CC(C=C1)=O)CC)=O)N (N-Diaminomethylene-2-ethyl-4-(1,4-dihydro-4-oxo-1-pyridyl)-5-methylsulfonylbenzamide hydrochloride). RXN SMILES: [NH2:1][C:2]([NH2:25])=[N:3][C:4](=[O:24])[C:5]1[CH:10]=[C:9]([S:11]([CH3:14])(=[O:13])=[O:12])[C:8]([N:15]2[CH:20]=[CH:19][C:18](=[O:21])[CH:17]=[CH:16]2)=[CH:7][C:6]=1[CH2:22][CH3:23].[ClH:26]>>[ClH:26].[NH2:25][C:2]([NH2:1])=[N:3][C:4](=[O:24])[C:5]1[CH:10]=[C:9]([S:11]([CH3:14])(=[O:12])=[O:13])[C:8]([N:15]2[CH:20]=[CH:19][C:18](=[O:21])[CH:17]=[CH:16]2)=[CH:7][C:6]=1[CH2:22][CH3:23] |f:2.3|. Procedure: 2.1 g of N-diaminomethylene-2-ethyl-4-(1,4-dihydro-4-oxo-1-pyridyl)-5-methylsulfonylbenzamide [obtainable according to Example 4] are treated with 1-molar aqueous HCl solution for 1 hour and then freeze-dried. N-Diaminomethylene-2-ethyl-4-(1,4-dihydro-4-oxo-1-pyridyl)-5-methylsulfonylbenzamide hydrochloride is obtained, m.p. >270°. As a reaction SMILES: [CH:12]([CH3:13])([CH3:14])[OH:15].[Cl:1][CH2:2][c:3]1[cH:4][c:5]([C:6](=[O:7])[OH:8])[cH:9][cH:10][cH:11]1>>[Cl:1][CH2:2][c:3]1[cH:4][c:5]([C:6](=[O:7])[O:8][CH:12]([CH3:13])[CH3:14])[cH:9][cH:10][cH:11]1. The reactants are CC(C)O, O=C(O)c1cccc(CCl)c1. Product: CC(C)OC(=O)c1cccc(CCl)c1. The reactants are C1OC=2C=C(C=CC2O1)C(CCl)O (1-(3,4-methylenedioxyphenyl)-2-chloroethanol), C(C)(C)N (isopropylamine). Run in C(C)O (ethanol). Product: Cl.C1OC=2C=C(C=CC2O1)C(CNC(C)C)O (1 -(3,4-methylenedioxyphenyl)-2-isopropylaminoethanol hydrochloride). RXN SMILES: [CH2:1]1[O:9][C:8]2[CH:7]=[CH:6][C:5]([CH:10]([OH:13])[CH2:11][Cl:12])=[CH:4][C:3]=2[O:2]1.[CH:14]([NH2:17])([CH3:16])[CH3:15]>C(O)C>[ClH:12].[CH2:1]1[O:9][C:8]2[CH:7]=[CH:6][C:5]([CH:10]([OH:13])[CH2:11][NH:17][CH:14]([CH3:16])[CH3:15])=[CH:4][C:3]=2[O:2]1 |f:3.4|. Procedure details: 20.5 g. of 1-(3,4-methylenedioxyphenyl)-2-chloroethanol are mixed with 30 g. of isopropylamine and 100 ml. of ethanol and the mixture is refluxed for 8 hours. After cooling, the ethanol and excess amine are removed by distillation under reduced pressure. The residue is extracted with 100 ml. of 1N HCl and the extract is washed twice with 50 ml. of ether. The hydrochloric acid extract is made basic with 1N caustic soda, and the liberated oil is extracted with ether. The ether extract is dried and... Reactants: C1CCOC1, O=C1CC(CCOCc2ccccc2)C1. Yields the product OC1CC(CCOCc2ccccc2)C1. As a reaction SMILES: [CH2:16]1[O:17][CH2:18][CH2:19][CH2:20]1.[CH2:1]([c:2]1[cH:3][cH:4][cH:5][cH:6][cH:7]1)[O:8][CH2:9][CH2:10][CH:11]1[CH2:12][C:13](=[O:15])[CH2:14]1>>[CH2:1]([c:2]1[cH:3][cH:4][cH:5][cH:6][cH:7]1)[O:8][CH2:9][CH2:10][CH:11]1[CH2:12][CH:13]([OH:15])[CH2:14]1.